This data is from the Open Reaction Database (ORD), a public repository of structured organic reaction records. The task is: describe an organic reaction: reactants, conditions, products, and yield Reactants: C(OCCC1=CC=C(C=C1)N1C(=NC2=C1C=C(C(=C2)C(F)(F)F)Cl)CC)(OC2=CC=CC=C2)=O (2-{4-[6-chloro-2-ethyl-5-(trifluoromethyl)-1H-benzimidazol-1-yl]phenyl}ethyl phenyl carbonate), CN1C=NC(=C1)S(=O)(=O)N (1-methyl-1H-imidazol-4-ylsulfonamide). Yields the product ClC=1C(=CC2=C(N(C(=N2)CC)C2=CC=C(C=C2)CCOC(NS(=O)(=O)C=2N=CN(C2)C)=O)C1)C(F)(F)F (2-{4-[6-CHLORO-2-ETHYL-5-(TRIFLUOROMETHYL)-1H-BENZIMIDAZOL-1-YL]PHENYL}ETHYL-(1-METHYL-1H-IMIDAZOL-4-YL)SULFONYLCARBAMATE). RXN SMILES: [C:1](=[O:34])(OC1C=CC=CC=1)[O:2][CH2:3][CH2:4][C:5]1[CH:10]=[CH:9][C:8]([N:11]2[C:15]3[CH:16]=[C:17]([Cl:24])[C:18]([C:20]([F:23])([F:22])[F:21])=[CH:19][C:14]=3[N:13]=[C:12]2[CH2:25][CH3:26])=[CH:7][CH:6]=1.[CH3:35][N:36]1[CH:40]=[C:39]([S:41]([NH2:44])(=[O:43])=[O:42])[N:38]=[CH:37]1>>[Cl:24][C:17]1[C:18]([C:20]([F:21])([F:22])[F:23])=[CH:19][C:14]2[N:13]=[C:12]([CH2:25][CH3:26])[N:11]([C:8]3[CH:7]=[CH:6][C:5]([CH2:4][CH2:3][O:2][C:1](=[O:34])[NH:44][S:41]([C:39]4[N:38]=[CH:37][N:36]([CH3:35])[CH:40]=4)(=[O:43])=[O:42])=[CH:10][CH:9]=3)[C:15]=2[CH:16]=1. Procedure details: The title compound was prepared according to the procedure described in step 2 of Example 243 from 2-{4-[6-chloro-2-ethyl-5-(trifluoromethyl)-1H-benzimidazol-1-yl]phenyl}ethyl phenyl carbonate and 1-methyl-1H-imidazol-4-ylsulfonamide. Reactants: O=[N+]([O-])c1cc(O)cc(C(F)(F)F)c1, CC(C)OC(=O)N=NC(=O)OC(C)C, CC(C)(C)OC(=O)N1CCC(O)CC1, c1ccc(P(c2ccccc2)c2ccccc2)cc1, c1ccccc1. Yields the product CC(C)(C)OC(=O)N1CCC(Oc2cc([N+](=O)[O-])cc(C(F)(F)F)c2)CC1. As a reaction SMILES: [N+:1](=[O:2])([O-:3])[c:4]1[cH:5][c:6]([OH:14])[cH:7][c:8]([C:10]([F:11])([F:12])[F:13])[cH:9]1.[O:48]=[C:49]([O:50][CH:51]([CH3:52])[CH3:53])[N:54]=[N:55][C:56]([O:57][CH:58]([CH3:59])[CH3:60])=[O:61].[OH:15][CH:16]1[CH2:17][CH2:18][N:19]([C:22](=[O:23])[O:24][C:25]([CH3:26])([CH3:27])[CH3:28])[CH2:20][CH2:21]1.[c:29]1([P:30]([c:31]2[cH:32][cH:33][cH:34][cH:35][cH:36]2)[c:37]2[cH:38][cH:39][cH:40][cH:41][cH:42]2)[cH:43][cH:44][cH:45][cH:46][cH:47]1.[cH:62]1[cH:63][cH:64][cH:65][cH:66][cH:67]1>>[N+:1](=[O:2])([O-:3])[c:4]1[cH:5][c:6]([O:14][CH:16]2[CH2:17][CH2:18][N:19]([C:22](=[O:23])[O:24][C:25]([CH3:26])([CH3:27])[CH3:28])[CH2:20][CH2:21]2)[cH:7][c:8]([C:10]([F:11])([F:12])[F:13])[cH:9]1. Starting materials: FC(COC=1C=C(C=O)C=CC1)(F)F (3-(2,2,2-trifluoroethoxy)benzaldehyde), O(C1=CC=CC=C1)C=1C=C(N)C=CC1 (3-phenoxyaniline), [BH4-].[Na+] (sodium borohydride). Run in C1CCCCC1 (cyclohexane). Run at temperature 80 celsius, time 8 hour. The product is O(C1=CC=CC=C1)C=1C=C(C=CC1)NCC1=CC(=CC=C1)OCC(F)(F)F (N-(3-phenoxyphenyl)[[3-(2,2,2-trifluoroethoxy)phenyl]methyl]amine). Isolated yield 76.1%. RXN SMILES: [F:1][C:2]([F:14])([F:13])[CH2:3][O:4][C:5]1[CH:6]=[C:7]([CH:10]=[CH:11][CH:12]=1)[CH:8]=O.[O:15]([C:22]1[CH:23]=[C:24]([CH:26]=[CH:27][CH:28]=1)[NH2:25])[C:16]1[CH:21]=[CH:20][CH:19]=[CH:18][CH:17]=1.[BH4-].[Na+]>C1CCCCC1>[O:15]([C:22]1[CH:23]=[C:24]([NH:25][CH2:8][C:7]2[CH:10]=[CH:11][CH:12]=[C:5]([O:4][CH2:3][C:2]([F:14])([F:13])[F:1])[CH:6]=2)[CH:26]=[CH:27][CH:28]=1)[C:16]1[CH:17]=[CH:18][CH:19]=[CH:20][CH:21]=1 |f:2.3|. Procedure: The 3-(2,2,2-trifluoroethoxy)benzaldehyde (0.360 g, 1.76 mmol) product from EX-659A and 3-phenoxyaniline (0.326 g, 1.76 mmol) were combined in 50 mL of cyclohexane with 3 Å molecular sieves (1 g) and stirred overnight at 80° C. The mixture was cooled, filtered, and evaporated, then dissolved in 50 mL of methanol and cooled to 0° C. Solid sodium borohydride (0.030 g, 0.79 mmol) was added in portions, and the mixture was stirred overnight. The reaction was quenched with 5% aq. NaHCO3 and extracted...